Dataset: the Open Reaction Database (ORD), a public repository of structured organic reaction records. Task: describe an organic reaction: reactants, conditions, products, and yield The product is COc1cc(C(=O)O)ccc1Nc1ncc2c(n1)N(C1CCC1)CC(F)(F)C(=O)N2C. The reactants are CCO, CN1C(=O)C(F)(F)CN(C2CCC2)c2nc(Cl)ncc21, Cl, COc1cc(C(=O)O)ccc1N, O. As a reaction SMILES: [CH2:35]([OH:36])[CH3:37].[Cl:1][c:2]1[n:3][cH:4][c:5]2[c:6]([n:20]1)[N:7]([CH:16]1[CH2:17][CH2:18][CH2:19]1)[CH2:8][C:9]([F:14])([F:15])[C:10](=[O:13])[N:11]2[CH3:12].[ClH:33].[NH2:21][c:22]1[c:23]([O:31][CH3:32])[cH:24][c:25]([C:26](=[O:27])[OH:28])[cH:29][cH:30]1.[OH2:34]>>[c:2]1([NH:21][c:22]2[c:23]([O:31][CH3:32])[cH:24][c:25]([C:26](=[O:27])[OH:28])[cH:29][cH:30]2)[n:3][cH:4][c:5]2[c:6]([n:20]1)[N:7]([CH:16]1[CH2:17][CH2:18][CH2:19]1)[CH2:8][C:9]([F:14])([F:15])[C:10](=[O:13])[N:11]2[CH3:12]. Starting materials: COCC1=C(C=C2NC(C=3N(C2=C1)C(=NC3)C3COCC3)=O)C(=O)OC (methyl 8-(methoxymethyl)-4-oxo-1-(tetrahydrofuran-3-yl)-4,5-dihydroimidazo[1,5-a]quinoxaline-7-carboxylate), Cl (hydrochloric acid), Cl (hydrochloric acid), [OH-].[Na+] (sodium hydroxide). The solvent is CO (methanol). Conditions: temperature 70 celsius, time 5 hour. The product is COCC1=C(C=C2NC(C=3N(C2=C1)C(=NC3)C3COCC3)=O)C(=O)O (8-(methoxymethyl)-4-oxo-1-(tetrahydrofuran-3-yl)-4,5-dihydroimidazo[1,5-a]quinoxaline-7-carboxylic acid). Isolated yield 98.8%. As a reaction SMILES: [CH3:1][O:2][CH2:3][C:4]1[CH:13]=[C:12]2[C:7]([NH:8][C:9](=[O:22])[C:10]3[N:11]2[C:14]([CH:17]2[CH2:21][CH2:20][O:19][CH2:18]2)=[N:15][CH:16]=3)=[CH:6][C:5]=1[C:23]([O:25]C)=[O:24].[OH-].[Na+].Cl>CO>[CH3:1][O:2][CH2:3][C:4]1[CH:13]=[C:12]2[C:7]([NH:8][C:9](=[O:22])[C:10]3[N:11]2[C:14]([CH:17]2[CH2:21][CH2:20][O:19][CH2:18]2)=[N:15][CH:16]=3)=[CH:6][C:5]=1[C:23]([OH:25])=[O:24] |f:1.2|. Reported procedure: To a mixture of 4.54 g of methyl 8-(methoxymethyl)-4-oxo-1-(tetrahydrofuran-3-yl)-4,5-dihydroimidazo[1,5-a]quinoxaline-7-carboxylate and 45.0 mL of methanol was added 17.0 mL of a 3 M aqueous sodium hydroxide solution, followed by stirring at 70° C. for 5 hours. Concentrated hydrochloric acid and 1 M hydrochloric acid were added thereto to adjust the pH to about 3, and the precipitated solid was collected by filtration and dried under reduced pressure to obtain 4.31 g of 8-(methoxymethyl)-4-oxo-... Starting materials: NC=1C=C(C(=O)O)C=C(C1)N (3,5-diaminobenzoic acid), C(C1=CC=CC=C1)=O (benzaldehyde), C(#N)[BH3-].[Na+] (sodium cyanoborohydride). Solvent: CO (methanol). The product is NC=1C=C(C(=O)O)C=C(C1)NCC1=CC=CC=C1 (3-amino-5-benzylaminobenzoic Acid). Reaction SMILES: [NH2:1][C:2]1[CH:3]=[C:4]([CH:8]=[C:9]([NH2:11])[CH:10]=1)[C:5]([OH:7])=[O:6].[CH:12](=O)[C:13]1[CH:18]=[CH:17][CH:16]=[CH:15][CH:14]=1.C([BH3-])#N.[Na+]>CO>[NH2:1][C:2]1[CH:3]=[C:4]([CH:8]=[C:9]([NH:11][CH2:12][C:13]2[CH:18]=[CH:17][CH:16]=[CH:15][CH:14]=2)[CH:10]=1)[C:5]([OH:7])=[O:6] |f:2.3|. Procedure details: 15.2 g. (0.1 mol) of 3,5-diaminobenzoic acid was placed in a 500 ml. round bottom flask to which 200 ml of methanol was added. To the round bottom flask 10.3 g. (0.1 mol) of benzaldehyde was added. The solution was stirred for several minutes. While the solution stirred 3.77 g. (0.06 mol) sodium cyanoborohydride was added slowly. After 5 hours the solution was filtered and then concentrated to dryness. The reaction mixture was dissolved in 200 ml. of 2M hydrochloric acid. The acid solution was e... Starting materials: [H-].[Na+] (sodium hydride), C(CCC)[Li] (butyl lithium), aldehyde, FC1=CC(=C(C=C1)C(=C(C=CC=O)C1=NN=NN1C)C1=C(C=C(C=C1)F)C)C (5,5-bis(4-fluoro-2-methylphenyl)-4-(1-methyl-1H-tetrazol-5-yl)-2,4-pentadienal), C(CC(=O)C)(=O)OC(C)(C)C (t-butyl acetoacetate), solution, C(CC(=O)C)(=O)OC(C)(C)C (t-butyl acetoacetate). The solvent is O1CCCC1 (tetrahydrofuran), O1CCCC1 (tetrahydrofuran), O1CCCC1 (tetrahydrofuran). Run at temperature -30 celsius, time 1.5 hour. Product: FC1=CC(=C(C=C1)C(=C(C=CC(CC(CC(=O)OC(C)(C)C)=O)O)C1=NN=NN1C)C1=C(C=C(C=C1)F)C)C (tert-Butyl 9,9-bis(4-fluoro-2-methylphenyl)-5-hydroxy-8-(1-methyl-1H-tetrazol-5-yl)-3-oxo-6,8-nonadienoate). RXN SMILES: [F:1][C:2]1[CH:7]=[CH:6][C:5]([C:8]([C:20]2[CH:25]=[CH:24][C:23]([F:26])=[CH:22][C:21]=2[CH3:27])=[C:9]([C:14]2[N:18]([CH3:19])[N:17]=[N:16][N:15]=2)[CH:10]=[CH:11][CH:12]=[O:13])=[C:4]([CH3:28])[CH:3]=1.[C:29]([O:35][C:36]([CH3:39])([CH3:38])[CH3:37])(=[O:34])[CH2:30][C:31]([CH3:33])=[O:32].[H-].[Na+].C([Li])CCC>O1CCCC1>[F:1][C:2]1[CH:7]=[CH:6][C:5]([C:8]([C:20]2[CH:25]=[CH:24][C:23]([F:26])=[CH:22][C:21]=2[CH3:27])=[C:9]([C:14]2[N:18]([CH3:19])[N:17]=[N:16][N:15]=2)[CH:10]=[CH:11][CH:12]([OH:13])[CH2:33][C:31](=[O:32])[CH2:30][C:29]([O:35][C:36]([CH3:39])([CH3:38])[CH3:37])=[O:34])=[C:4]([CH3:28])[CH:3]=1 |f:2.3|. Procedure: To a solution of 5,5-bis(4-fluoro-2-methylphenyl)-4-(1-methyl-1H-tetrazol-5-yl)-2,4-pentadienal (1.0 g, 2.5 mmoles) in tetrahydrofuran at -50° C. was added the dianion of t-butyl acetoacetate (2.5 mL of a 1M solution, 2.5 mmoles) prepared by adding t-butyl acetoacetate (4.0 g, 25.0 mmoles) in tetrahydrofuran (4 mL) to a suspension of sodium hydride (1.0 g of 60% dispersion, 25.0 mmoles) in tetrahydrofuran at -5° C. followed by cooling to -30° C. and the addition of butyl lithium (11.4 mL of 2.2M... The reactants are COc1ccc(C2CCCCC2O)cc1, CCOCC, [Na+], [Na+], O=[Cr](=O)([O-])O[Cr](=O)(=O)[O-], O, O=S(=O)(O)O. Yields the product COc1ccc(C2CCCCC2=O)cc1. As a reaction SMILES: [CH3:1][O:2][c:3]1[cH:4][cH:5][c:6]([CH:9]2[CH:10]([OH:15])[CH2:11][CH2:12][CH2:13][CH2:14]2)[cH:7][cH:8]1.[CH3:33][CH2:34][O:35][CH2:36][CH3:37].[Na+:16].[Na+:17].[O-:18][Cr:19]([O:20][Cr:21](=[O:22])(=[O:23])[O-:24])(=[O:25])=[O:26].[OH2:27].[S:28](=[O:29])(=[O:30])([OH:31])[OH:32]>>[CH3:1][O:2][c:3]1[cH:4][cH:5][c:6]([CH:9]2[C:10](=[O:15])[CH2:11][CH2:12][CH2:13][CH2:14]2)[cH:7][cH:8]1. Starting materials: ClC(C(O)O)(Cl)Cl (chloral hydrate), S(=O)(=O)([O-])[O-].[Na+].[Na+] (sodium sulfate), Cl.NO (hydroxylamine hydrochloride), FC=1C=C(N)C=CC1F (3.4-difluoroaniline), Cl (hydrochloric acid). Solvent: O (water), O (water), O (water). Reaction conditions: time 16 hour. Product: ClC=1C=C(C=CC1Cl)NC(C=NO)=O (N-(3,4-Dichlorophenyl)-2-hydroxyiminoacetamide). The yield is 91.0%. As a reaction SMILES: F[C:2]1[CH:3]=[C:4]([CH:6]=[CH:7][C:8]=1F)[NH2:5].[ClH:10].Cl[C:12](Cl)(Cl)[CH:13]([OH:15])O.S([O-])([O-])(=O)=O.[Na+].[Na+].[ClH:25].[NH2:26][OH:27]>O>[Cl:10][C:2]1[CH:3]=[C:4]([NH:5][C:13](=[O:15])[CH:12]=[N:26][OH:27])[CH:6]=[CH:7][C:8]=1[Cl:25] |f:3.4.5,6.7|. Reported procedure: A suspension of 3.4-difluoroaniline (10 g, 0.0617 mol) in water (40 ml) and 37 per cent hydrochloric acid (5.3 ml, 0.064 mol) was added to a solution of chloral hydrate (11 g, 0.066 mol) and sodium sulfate (70 g) in water (240 ml). A solution of hydroxylamine hydrochloride (13.5 g, 0.195 mmol) in water (60 ml) was added to this mixture. The reaction mixture was boiled under reflux for 1 h, during which a clear reaction solution formed, from which are reaction product already precipitated out whe... Reactants: BrCC1=CC=C(C=C1)N1N=CC=C1 (1-(4-bromomethylphenyl)-1H-pyrazole), C(C)(C)(C)O (tert-butanol), C(C)OC(CC(CC)=O)=O (3-oxopentanoic acid ethyl ester), CC(C)([O-])C.[K+] (potassium tert-butoxide). Solvent: O1CCCC1 (tetrahydrofuran), O1CCCC1 (tetrahydrofuran), O (water). Reaction conditions: temperature 0 celsius, time 45 minute. Product: C(C)OC(C(C(CC)=O)CC1=CC=C(C=C1)N1N=CC=C1)=O (3-oxo-2-(4-pyrazol-1-ylbenzyl)pentanoic acid ethyl ester). RXN SMILES: CC(C)([O-])C.[K+].C(O)(C)(C)C.[CH2:12]([O:14][C:15](=[O:21])[CH2:16][C:17](=[O:20])[CH2:18][CH3:19])[CH3:13].Br[CH2:23][C:24]1[CH:29]=[CH:28][C:27]([N:30]2[CH:34]=[CH:33][CH:32]=[N:31]2)=[CH:26][CH:25]=1>O1CCCC1.O>[CH2:12]([O:14][C:15](=[O:21])[CH:16]([CH2:23][C:24]1[CH:25]=[CH:26][C:27]([N:30]2[CH:34]=[CH:33][CH:32]=[N:31]2)=[CH:28][CH:29]=1)[C:17](=[O:20])[CH2:18][CH3:19])[CH3:13] |f:0.1|. Reported procedure: A suspension of potassium tert-butoxide (0.57 g) in tetrahydrofuran (40 mL) at 0° C. was treated with a mixture of tert-butanol (2.0 mL) and 3-oxopentanoic acid ethyl ester (0.73 mL), and the resulting mixture was stirred at 0° C. for 45 minutes. The mixture was then treated with a solution of 1-(4-bromomethylphenyl)-1H-pyrazole (1.0 g) in tetrahydrofuran (10 mL), and stirred at 0° C. for 2 hours. The mixture was diluted with water, concentrated to low bulk under reduced pressure, and the residu...